Dataset: the Open Reaction Database (ORD), a public repository of structured organic reaction records. Task: describe an organic reaction: reactants, conditions, products, and yield Starting materials: [Br-], CCOC(C)=O, ClC(Cl)Cl, ClCCl, CC(=O)c1cc(Cl)ccc1O. The product is O=C(CBr)c1cc(Cl)ccc1O. As a reaction SMILES: [Br-:12].[CH3:20][CH2:21][O:22][C:23](=[O:24])[CH3:25].[CH:16]([Cl:17])([Cl:18])[Cl:19].[Cl:13][CH2:14][Cl:15].[Cl:1][c:2]1[cH:3][cH:4][c:5]([OH:11])[c:6]([C:8]([CH3:9])=[O:10])[cH:7]1>>[Cl:1][c:2]1[cH:3][cH:4][c:5]([OH:11])[c:6]([C:8]([CH2:9][Br:12])=[O:10])[cH:7]1. The reactants are C(C)(C)(C)N1N=C2N(C=C(N=C2NC(C)C)C=2C=C(C(=O)NCCC3=CC=CC=C3)C=CC2)C1=O (3-(2-tert-butyl-8-isopropylamino-3-oxo-2,3-dihydro-[1,2,4]triazolo[4,3-a]pyrazin-6-yl)-N-phenethyl-benzamide), B(Br)(Br)Br (boron tribromide). Solvent: ClC(C)Cl (dichloroethane). The product is C(C)(C)NC=1C=2N(C=C(N1)C=1C=C(C(=O)NCCC3=CC=CC=C3)C=CC1)C(NN2)=O (3-(8-Isopropylamino-3-oxo-2,3-dihydro-[1,2,4]triazolo[4,3-a]pyrazin-6-yl)-N-phenethyl-benzamide). Reaction SMILES: C([N:5]1[C:34](=[O:35])[N:8]2[CH:9]=[C:10]([C:17]3[CH:18]=[C:19]([CH:31]=[CH:32][CH:33]=3)[C:20]([NH:22][CH2:23][CH2:24][C:25]3[CH:30]=[CH:29][CH:28]=[CH:27][CH:26]=3)=[O:21])[N:11]=[C:12]([NH:13][CH:14]([CH3:16])[CH3:15])[C:7]2=[N:6]1)(C)(C)C.B(Br)(Br)Br>ClC(Cl)C>[CH:14]([NH:13][C:12]1[C:7]2[N:8]([C:34](=[O:35])[NH:5][N:6]=2)[CH:9]=[C:10]([C:17]2[CH:18]=[C:19]([CH:31]=[CH:32][CH:33]=2)[C:20]([NH:22][CH2:23][CH2:24][C:25]2[CH:30]=[CH:29][CH:28]=[CH:27][CH:26]=2)=[O:21])[N:11]=1)([CH3:16])[CH3:15]. Procedure: A solution of 32 mg of the product of Step B and 251 mg of boron tribromide in dichloroethane (2.0 mL) was heated in a sealed tube at 125° C. After two h, the reaction was cooled to ambient temperature and the excess reagent carefully quenched by the addition of water. The resulting mixture was extracted with EtOAc and the organic layer washed with sat. sodium chloride, dried over sodium sulfate, filtered, and concentrated. The residue was purified by silica gel chromatography to afford the titl... Starting materials: BrC=1C=C2C=3C=CC=CC3N3C2=C(C1)C(C(=C3)CC=3C=NC=CC3)=O (2-bromo-5-(3-pyridylmethyl)-4H-pyrido[3,2,1-jk]carbazole-4-one), N (ammonia). Reagents/catalysts: [Cu](I)I (copper iodide), [Cu] (copper). Reaction conditions: temperature 185 celsius, time 8 hour. Yields the product NC=1C=C2C=3C=CC=CC3N3C2=C(C1)C(C(=C3)CC=3C=NC=CC3)=O (2-amino-5-(3-pyridylmethyl)-4H-pyrido[3,2,1-jk]carbazole-4-one). The yield is 26.0%. Reaction SMILES: Br[C:2]1[CH:3]=[C:4]2[C:12]3=[C:13]([C:15](=[O:25])[C:16]([CH2:18][C:19]4[CH:20]=[N:21][CH:22]=[CH:23][CH:24]=4)=[CH:17][N:11]3[C:10]3[CH:9]=[CH:8][CH:7]=[CH:6][C:5]2=3)[CH:14]=1.[NH3:26]>[Cu].[Cu](I)I>[NH2:26][C:2]1[CH:3]=[C:4]2[C:12]3=[C:13]([C:15](=[O:25])[C:16]([CH2:18][C:19]4[CH:20]=[N:21][CH:22]=[CH:23][CH:24]=4)=[CH:17][N:11]3[C:10]3[CH:9]=[CH:8][CH:7]=[CH:6][C:5]2=3)[CH:14]=1. Reported procedure: 2-bromo-5-(3-pyridylmethyl)-4H-pyrido[3,2,1-jk]carbazole-4-one (555 mg) produced in Example 178, copper (20 mg), and copper iodide (10 mg) were suspended in aqueous ammonia (28%, 30 ml) in a pressure-resistant microbomb, and the suspension was heated to 180 to 190° C. in an oil bath and stirred for 8 hours. The reaction mixture was then allowed to cool and brought back to normal pressure, and extracted with ethyl acetate. The ethyl acetate layer was washed with saturated aqueous solution of sodi... Reported procedure: A mixture of bis(2-methoxyethyl)(4-nitrobenzyl)phosphonate (Compound 185B, 6.0 g, 18 mmol) and 5% Pd/C (0.8 g) in EtOH (150 mL) was hydrogenated under 40 psi hydrogen pressure at 40° C. for 6 h. The reaction mixture was filtered and the filtrate was concentrated to give the desired product (5.3 g, 97%). 1H NMR (CDCl3, 400 MHz): δ=3.04 (d, J=21.2 Hz, 2 H), 3.28 (s, 6 H), 3.42-3.46 (m, 4 H), 3.97-4.03 (m, 4 H), 6.55 (d, J=8.4 Hz, 2 H), 6.99-7.02 (m, 2 H). Reagents/catalysts: [Pd] (Pd/C). Starting materials: COCCOP(OCCOC)(=O)CC1=CC=C(C=C1)[N+](=O)[O-] (bis(2-methoxyethyl)(4-nitrobenzyl)phosphonate), COCCOP(OCCOC)(=O)CC1=CC=C(C=C1)[N+](=O)[O-] (bis(2-methoxyethyl)(4-nitrobenzyl)phosphonate), [H][H] (hydrogen). Yields the product NC1=CC=C(CP(OCCOC)(OCCOC)=O)C=C1 (Bis(2-methoxyethyl) (4-aminobenzyl)phosphonate). Run in CCO (EtOH). RXN SMILES: [CH3:1][O:2][CH2:3][CH2:4][O:5][P:6]([CH2:13][C:14]1[CH:19]=[CH:18][C:17]([N+:20]([O-])=O)=[CH:16][CH:15]=1)(=[O:12])[O:7][CH2:8][CH2:9][O:10][CH3:11].[H][H]>CCO.[Pd]>[NH2:20][C:17]1[CH:16]=[CH:15][C:14]([CH2:13][P:6](=[O:12])([O:5][CH2:4][CH2:3][O:2][CH3:1])[O:7][CH2:8][CH2:9][O:10][CH3:11])=[CH:19][CH:18]=1. Isolated yield 97.1%. The reactants are N(N)C1=C(C(=NC(=C1Cl)C(Cl)(Cl)Cl)Cl)Cl (4-hydrazino-2,3,5-trichloro-6-(trichloromethyl)pyridine), [OH-].[Na+] (sodium hydroxide). Solvent: CO (methanol). Product: ClC=1C(=NC(=C(C1)Cl)Cl)C(Cl)Cl (3,5,6-trichloro-2-(dichloromethyl)pyridine). Yield: 59.0%. As a reaction SMILES: N([C:3]1[C:8]([Cl:9])=[C:7]([C:10](Cl)([Cl:12])[Cl:11])[N:6]=[C:5]([Cl:14])[C:4]=1[Cl:15])N.[OH-].[Na+]>CO>[Cl:9][C:8]1[C:7]([CH:10]([Cl:11])[Cl:12])=[N:6][C:5]([Cl:14])=[C:4]([Cl:15])[CH:3]=1 |f:1.2|. Procedure: In procedures as noted in Example 1, a reaction mixture of 4-hydrazino-2,3,5-trichloro-6-(trichloromethyl)pyridine (9.9 grams; 0.03 mole) and sodium hydroxide (1/N, 37.5 ml, 0.0375 mole) in methanol (100 ml) was heated under reflux conditions for a period of about 4 hours and the product similarly recovered as a brown oil. Examination of GLC, PMR and mass spectral analysis indicated a product yield of 59% of 3,5,6-trichloro-2-(dichloromethyl)pyridine. A portion of the crude product was distilled...